From a dataset of the Open Reaction Database (ORD), a public repository of structured organic reaction records. describe an organic reaction: reactants, conditions, products, and yield Starting materials: [Cl-].[Al+3].[Cl-].[Cl-] (aluminum chloride), C1(C=2C(C(=O)O1)=CC=CC2)=O (phthalic anhydride), C(C)C1=CC=CC=C1 (ethyl benzene). The solvent is Cl (hydrochloric acid). Product: C(C)C1=CC=C(C(=O)C2=C(C(=O)O)C=CC=C2)C=C1 (2-(4-ethylbenzoyl)benzoic acid). Reaction SMILES: [Cl-].[Al+3].[Cl-].[Cl-].[C:5]1(=[O:15])[O:10][C:8](=[O:9])[C:7]2=[CH:11][CH:12]=[CH:13][CH:14]=[C:6]12.[CH2:16]([C:18]1[CH:23]=[CH:22][CH:21]=[CH:20][CH:19]=1)[CH3:17]>Cl>[CH2:16]([C:18]1[CH:23]=[CH:22][C:21]([C:8]([C:7]2[CH:11]=[CH:12][CH:13]=[CH:14][C:6]=2[C:5]([OH:10])=[O:15])=[O:9])=[CH:20][CH:19]=1)[CH3:17] |f:0.1.2.3|. Procedure details: aluminum chloride (270 g) was added in portions to a stirred mixture of phthalic anhydride (270 g) and ethyl benzene (1125 ml). After 4 hours the mixture was poured onto ice and concentrated hydrochloric acid (450 ml) was added. Excess ethylbenzene was removed by steam distillation, and the residual solution was cooled and filtered so as to afford 2-(4-ethylbenzoyl)benzoic acid. Starting materials: Brc1cccc(OCc2ccccc2)c1, COc1c(C)c(C=O)c(OC)c(OC)c1OC, [Cl-], [Mg], [NH4+], C1CCOC1. Product: COc1c(C)c(C(O)c2cccc(OCc3ccccc3)c2)c(OC)c(OC)c1OC. Reaction SMILES: [CH2:18]([c:19]1[cH:20][cH:21][cH:22][cH:23][cH:24]1)[O:25][c:26]1[cH:27][c:28]([Br:32])[cH:29][cH:30][cH:31]1.[CH3:1][O:2][c:3]1[c:4]([CH3:17])[c:5]([CH:6]=[O:7])[c:8]([O:15][CH3:16])[c:9]([O:13][CH3:14])[c:10]1[O:11][CH3:12].[Cl-:34].[Mg:33].[NH4+:35].[O:36]1[CH2:37][CH2:38][CH2:39][CH2:40]1>>[CH3:1][O:2][c:3]1[c:4]([CH3:17])[c:5]([CH:6]([OH:7])[c:28]2[cH:27][c:26]([O:25][CH2:18][c:19]3[cH:20][cH:21][cH:22][cH:23][cH:24]3)[cH:31][cH:30][cH:29]2)[c:8]([O:15][CH3:16])[c:9]([O:13][CH3:14])[c:10]1[O:11][CH3:12]. Starting materials: CC(C)c1noc(N2CCC(CO)CC2)n1, CCOCC, ClCCl, O=[Cr](=O)([O-])Cl, c1cc[nH+]cc1. Yields the product CC(C)c1noc(N2CCC(C=O)CC2)n1. As a reaction SMILES: [CH3:1][CH:2]([CH3:3])[c:4]1[n:5][o:6][c:7]([N:9]2[CH2:10][CH2:11][CH:12]([CH2:15][OH:16])[CH2:13][CH2:14]2)[n:8]1.[CH3:28][CH2:29][O:30][CH2:31][CH3:32].[Cl:33][CH2:34][Cl:35].[O:17]=[Cr:18]([Cl:19])([O-:20])=[O:21].[nH+:22]1[cH:23][cH:24][cH:25][cH:26][cH:27]1>>[CH3:1][CH:2]([CH3:3])[c:4]1[n:5][o:6][c:7]([N:9]2[CH2:10][CH2:11][CH:12]([CH:15]=[O:16])[CH2:13][CH2:14]2)[n:8]1. Starting materials: C(C)(=O)OCC (ethyl acetate), CN(C(=O)C1=CC=C2CN(C3=C(CN21)C=CC=C3)C(C3=CC(=C(C=C3)C3=CCCCC3)C)=O)C[C@@H]([C@H]([C@@H]([C@@H](CO)O)O)O)O (10-(4-Cyclohex-1-en-1-yl-3-methyl-benzoyl)-10,11-dihydro-5H-pyrrolo[2,1-c][1,4]benzodiazepine-3-carboxylic acid methyl-[(2S,3R,4R,5R)-2,3,4,5,6-pentahydroxy-hexyl]-amide), C(C)(C)N(C(C)C)CC (N,N-diisopropylethylamine), N,N′-Carbonyldiimidazole. The solvent is ClCCl (dichloromethane). Reaction conditions: temperature 0 celsius, time 1 hour. Product: C1(=CCCCC1)C1=C(C=C(C(=O)N2CC=3N(CC4=C2C=CC=C4)C(=CC3)C(=O)N(C)C[C@H](O)[C@H]3OC(O[C@@H]3[C@@H](CO)O)=O)C=C1)C (10-(4-Cyclohex-1-en-1-yl-3-methylbenzoyl)-N-((2S)-2-{(4R,5R)-5-[(1R)-1,2-dihydroxyethyl]-2-oxo-1,3-dioxolan-4-yl}-2-hydroxyethyl)-N-methyl-10,11-dihydro-5H-pyrrolo[2,1-c][1,4]benzodiazepine-3-carboxamide). RXN SMILES: [CH3:1][N:2]([CH2:34][C@H:35]([OH:44])[C@@H:36]([OH:43])[C@H:37]([OH:42])[C@H:38]([OH:41])[CH2:39][OH:40])[C:3]([C:5]1[N:14]2[C:8]([CH2:9][N:10]([C:19](=[O:33])[C:20]3[CH:25]=[CH:24][C:23]([C:26]4[CH2:31][CH2:30][CH2:29][CH2:28][CH:27]=4)=[C:22]([CH3:32])[CH:21]=3)[C:11]3[CH:18]=[CH:17][CH:16]=[CH:15][C:12]=3[CH2:13]2)=[CH:7][CH:6]=1)=[O:4].C(N(CC)C(C)C)(C)C.[C:54](OCC)(=[O:56])C>ClCCl>[C:26]1([C:23]2[CH:24]=[CH:25][C:20]([C:19]([N:10]3[C:11]4[CH:18]=[CH:17][CH:16]=[CH:15][C:12]=4[CH2:13][N:14]4[C:5]([C:3]([N:2]([CH2:34][C@@H:35]([C@@H:36]5[C@@H:37]([C@H:38]([OH:41])[CH2:39][OH:40])[O:42][C:54](=[O:56])[O:43]5)[OH:44])[CH3:1])=[O:4])=[CH:6][CH:7]=[C:8]4[CH2:9]3)=[O:33])=[CH:21][C:22]=2[CH3:32])[CH2:31][CH2:30][CH2:29][CH2:28][CH:27]=1. Procedure details: 10-(4-Cyclohex-1-en-1-yl-3-methyl-benzoyl)-10,11-dihydro-5H-pyrrolo[2,1-c][1,4]benzodiazepine-3-carboxylic acid methyl-[(2S,3R,4R,5R)-2,3,4,5,6-pentahydroxy-hexyl]-amide of Example 5 (0.190 g, 0.315 mmol), and N,N-diisopropylethylamine (0.110 mL, 0.315 mmol) were dissolved in anhydrous dichloromethane (6.3 mL) and the solution cooled to 0° C. N,N′-Carbonyldiimidazole (0.051 g, 0.315 mmol) was added and the reaction stirred at 0° C. for 1 hour, then warmed to room temperature and stirring continu... Starting materials: [H-].[Na+] (Sodium hydride), NC1=CC(=C(C(=O)OCC2CCN(CC2)CCCOC2=CC=C(C=C2)F)C=C1Cl)OC ([1-[3-(4-fluorophenoxy)propyl]-4-piperidinyl]methyl 4-amino-5-chloro-2-methoxybenzoate), C1CCOC1 (THF), solution I, C(=O)(N1C=NC=C1)N1C=NC=C1 (1,1′-Carbonylbis-1H-imidazole), NC1=C(C=C(C2=C1CC(O2)(C)C)C(=O)O)Cl (4-amino-5-chloro-2,3-dihydro-2,2-dimethyl-7-benzofurancarboxylic acid). Solvent: C(C)#N (ACN). Yields the product NC1=C(C=C(C2=C1CC(O2)(C)C)C(=O)OCC2CCN(CC2)CCNC2=NC=CN=C2C)Cl ([1-[2-[(3-methyl-2-pyrazinyl)amino]ethyl]-4-piperidinyl]methyl 4-amino-5-chloro-2,3-dihydro-2,2-dimethyl-7-benzofurancarboxylate). Isolated yield 33.0%. RXN SMILES: [H-].[Na+].NC1C(Cl)=[CH:29][C:7]([C:8](OCC2CCN(CCCOC3C=CC(F)=CC=3)CC2)=O)=[C:6](OC)[CH:5]=1.[C:34]([N:41]1[CH:45]=[CH:44][N:43]=[CH:42]1)([N:36]1[CH:40]=[CH:39][N:38]=[CH:37]1)=O.[NH2:46][C:47]1[C:52]2[CH2:53][C:54]([CH3:57])([CH3:56])[O:55][C:51]=2[C:50]([C:58]([OH:60])=[O:59])=[CH:49][C:48]=1[Cl:61].[CH2:62]1COCC1>C(#N)C>[NH2:46][C:47]1[C:52]2[CH2:53][C:54]([CH3:57])([CH3:56])[O:55][C:51]=2[C:50]([C:58]([O:60][CH2:8][CH:7]2[CH2:29][CH2:42][N:43]([CH2:44][CH2:45][NH:41][C:34]3[C:37]([CH3:62])=[N:38][CH:39]=[CH:40][N:36]=3)[CH2:5][CH2:6]2)=[O:59])=[CH:49][C:48]=1[Cl:61] |f:0.1|. Procedure: Sodium hydride (0.4 g) was added to a solution of intermediate 1 (2.3 g) in THF (65 ml). The mixture was stirred and refluxed for 3 hours, then cooled (solution I). 1,1′-Carbonylbis-1H-imidazole (1.65 g) was added to a solution of 4-amino-5-chloro-2,3-dihydro-2,2-dimethyl-7-benzofurancarboxylic acid (2.42 g) in ACN (65 ml), stirred at room temperature. This mixture was stirred for 2 hours at room temperature. The solvent was evaporated. The residue was dissolved in THF (65 ml) (solution II). At ...